This data is from the Open Reaction Database (ORD), a public repository of structured organic reaction records. The task is: describe an organic reaction: reactants, conditions, products, and yield Product: CNc1cc(C)c(CN2CCN(C(=O)OC(C)(C)C)C(C)C2)cn1. Reaction SMILES: [BH4-:27].[CH3:24][O-:25].[CH3:29][OH:30].[NH2:1][c:2]1[cH:3][c:4]([CH3:23])[c:5]([CH2:8][N:9]2[CH2:10][CH:11]([CH3:22])[N:12]([C:15](=[O:16])[O:17][C:18]([CH3:19])([CH3:20])[CH3:21])[CH2:13][CH2:14]2)[cH:6][n:7]1.[Na+:26].[Na+:28]>>[NH:1]([c:2]1[cH:3][c:4]([CH3:23])[c:5]([CH2:8][N:9]2[CH2:10][CH:11]([CH3:22])[N:12]([C:15](=[O:16])[O:17][C:18]([CH3:19])([CH3:20])[CH3:21])[CH2:13][CH2:14]2)[cH:6][n:7]1)[CH3:24]. Reactants: [BH4-], C[O-], CO, Cc1cc(N)ncc1CN1CCN(C(=O)OC(C)(C)C)C(C)C1, [Na+], [Na+]. Reactants: [BH4-].[Na+] (sodium tetrahydroborate), COC(CCCCCCCC1OC(CC1)C=CC(CCCCC)=O)=O (8-[5-(3-Oxo-1-octenyl)-tetrahydro-2-furyl]-octanoic acid methyl ester), ice water. The solvent is CO (methanol). Reaction conditions: time 1 hour. Yields the product COC(CCCCCCCC1OC(CC1)C=CC(CCCCC)O)=O (8-[5-(3-Hydroxy-1-octenyl)-tetrahydro-2-furyl]-octanoic acid methyl ester). The yield is 90.9%. RXN SMILES: [CH3:1][O:2][C:3](=[O:25])[CH2:4][CH2:5][CH2:6][CH2:7][CH2:8][CH2:9][CH2:10][CH:11]1[CH2:15][CH2:14][CH:13]([CH:16]=[CH:17][C:18](=[O:24])[CH2:19][CH2:20][CH2:21][CH2:22][CH3:23])[O:12]1.[BH4-].[Na+]>CO>[CH3:1][O:2][C:3](=[O:25])[CH2:4][CH2:5][CH2:6][CH2:7][CH2:8][CH2:9][CH2:10][CH:11]1[CH2:15][CH2:14][CH:13]([CH:16]=[CH:17][CH:18]([OH:24])[CH2:19][CH2:20][CH2:21][CH2:22][CH3:23])[O:12]1 |f:1.2|. Procedure details: III (3.17 g, 0.00900 mole) was dissolved in methanol (75 ml) and sodium tetrahydroborate (1.7 g, 0.045 mole) was added at 0° C with stirring. The stirring was continued for 1 hour. During this time the temperature was slowly raised to room temperature. The colourless solution was poured into ice-water (250 ml) and extracted with ether (100 + 50 + 50 ml). The combined ethereal extracts were washed with water (50 + 25 + 25 ml), dried over magnesium sulfate, and evaporated from a water bath (50° C,... The reactants are Cc1nnc(-c2ccc3occ(-c4ccc(CO)cc4)c3c2)o1, CCOC(C)=O, CN(C)C=O, [H-], CI, [Na+], C1CCOC1. Yields the product COCc1ccc(-c2coc3ccc(-c4nnc(C)o4)cc23)cc1. As a reaction SMILES: [CH3:1][c:2]1[n:3][n:4][c:5](-[c:7]2[cH:8][cH:9][c:10]3[c:11]([c:12](-[c:15]4[cH:16][cH:17][c:18]([CH2:21][OH:22])[cH:19][cH:20]4)[cH:13][o:14]3)[cH:23]2)[o:6]1.[CH3:33][CH2:34][O:35][C:36](=[O:37])[CH3:38].[CH3:39][N:40]([CH3:41])[CH:42]=[O:43].[H-:29].[I:31][CH3:32].[Na+:30].[O:24]1[CH2:25][CH2:28][CH2:27][CH2:26]1>>[CH3:1][c:2]1[n:3][n:4][c:5](-[c:7]2[cH:8][cH:9][c:10]3[c:11]([c:12](-[c:15]4[cH:16][cH:17][c:18]([CH2:21][O:22][CH3:25])[cH:19][cH:20]4)[cH:13][o:14]3)[cH:23]2)[o:6]1. Reactants: C(C1=CC=CC=C1)N1CCCC2=CC(=C(C=C12)O)C=O (1-benzyl-7-hydroxy-1,2,3,4-tetrahydro-quinoline-6-carbaldehyde), C(C)(=O)O (acetic acid), [N+](=O)([O-])CC (nitroethane), C(C)(=O)[O-].[Na+] (sodium acetate). The solvent is O (water). Conditions: temperature 115 celsius. The product is C(C1=CC=CC=C1)N1CCCC2=CC(=C(C=C12)O)C#N (1-benzyl-7-hydroxy-1,2,3,4-tetrahydro-quinoline-6-carbonitrile). The yield is 44.5%. RXN SMILES: [CH2:1]([N:8]1[C:17]2[C:12](=[CH:13][C:14]([CH:19]=O)=[C:15]([OH:18])[CH:16]=2)[CH2:11][CH2:10][CH2:9]1)[C:2]1[CH:7]=[CH:6][CH:5]=[CH:4][CH:3]=1.C(O)(=O)C.[N+:25](CC)([O-])=O.C([O-])(=O)C.[Na+]>O>[CH2:1]([N:8]1[C:17]2[C:12](=[CH:13][C:14]([C:19]#[N:25])=[C:15]([OH:18])[CH:16]=2)[CH2:11][CH2:10][CH2:9]1)[C:2]1[CH:7]=[CH:6][CH:5]=[CH:4][CH:3]=1 |f:3.4|. Reported procedure: To a solution of 1-benzyl-7-hydroxy-1,2,3,4-tetrahydro-quinoline-6-carbaldehyde (45 mg, 0.17 mmol) from step 3 in acetic acid (0.38 mL, 6.6 mmol) was added nitroethane (0.24 mL, 3.4 mmol) and sodium acetate (270 mg, 3.4 mmol). The reaction mixture was heated at a sealed tube at 115° C. overnight. Added some water and extracted it with ether. Combined organic layer and evaporated under vacuum. It was purified by prep TLC eluting with 10% ethyl acetate-hexane and providing 20 mg (45%) of the title... Starting materials: ClC=1C=C(C(=NC1)F)F (5-chloro-2,3-difluoropyridine), ice water, Cl (hydrochloric acid), C1(O)=CC=C(O)C=C1 (hydroquinone), [OH-].[K+] (potassium hydroxide). The solvent is CS(=O)C (dimethylsulfoxide), CS(=O)C (dimethylsulfoxide). Product: ClC=1C=C(C(=NC1)OC1=CC=C(C=C1)O)F (4-(5-chloro-3-fluoropyridin-2-yloxy)-phenol). Yield: 68.9%. As a reaction SMILES: [C:1]1([CH:8]=[CH:7][C:5]([OH:6])=[CH:4][CH:3]=1)[OH:2].[OH-].[K+].[Cl:11][C:12]1[CH:13]=[C:14]([F:19])[C:15](F)=[N:16][CH:17]=1.Cl>CS(C)=O>[Cl:11][C:12]1[CH:13]=[C:14]([F:19])[C:15]([O:2][C:1]2[CH:8]=[CH:7][C:5]([OH:6])=[CH:4][CH:3]=2)=[N:16][CH:17]=1 |f:1.2|. Reported procedure: A mixture of 27.5 g (0.25 mol) of hydroquinone, 11.2 g (0.2 mol) of potassium hydroxide in 600 ml of dimethylsulfoxide is stirred at room temperature under a nitrogen atmosphere until everything is dissolved. A solution of 30 g (0.2 mol) of 5-chloro-2,3-difluoropyridine in 200 ml of dimethylsulfoxide is added dropwise thereto. The reaction mixture is then heated to 70° and stirred at that temperature for 4 hours. Then it is poured into ice/water and the mixture is acidified with hydrochloric aci... Reactants: CO (methanol), N1=CC=CC=C1 (pyridine), P(Cl)(Cl)(Cl)(Cl)Cl (phosphorus pentachloride), C1(=CC=CC=C1)CC(=O)NC1[C@@H]2N(C(=C(CS2)\C=C/C)C(=O)OCC2=CC=C(C=C2)OC)C1=O (p-methoxybenzyl 7-phenylacetamido-3-[(Z)-propen-1-yl]-3-cephem-4-carboxylate). Run in C(Cl)Cl (methylene chloride). Reaction conditions: temperature -50 celsius, time 20 minute. Yields the product NC1[C@@H]2N(C(=C(CS2)\C=C/C)C(=O)OCC2=CC=C(C=C2)OC)C1=O (p-Methoxybenzyl 7-amino-3-[(Z)-1-propen-1-yl]-3-cephem-4-carboxylate). As a reaction SMILES: C1(CC([NH:10][CH:11]2[C:33](=[O:34])[N:13]3[C:14]([C:21]([O:23][CH2:24][C:25]4[CH:30]=[CH:29][C:28]([O:31][CH3:32])=[CH:27][CH:26]=4)=[O:22])=[C:15](/[CH:18]=[CH:19]\[CH3:20])[CH2:16][S:17][C@H:12]23)=O)C=CC=CC=1.N1C=CC=CC=1.P(Cl)(Cl)(Cl)(Cl)Cl.CO>C(Cl)Cl>[NH2:10][CH:11]1[C:33](=[O:34])[N:13]2[C:14]([C:21]([O:23][CH2:24][C:25]3[CH:26]=[CH:27][C:28]([O:31][CH3:32])=[CH:29][CH:30]=3)=[O:22])=[C:15](/[CH:18]=[CH:19]\[CH3:20])[CH2:16][S:17][C@H:12]12. Reported procedure: 12.1 g (25.28 mmol) of p-methoxybenzyl 7-phenylacetamido-3-[(Z)-propen-1-yl]-3-cephem-4-carboxylate (Example 15) are dissolved in 133 ml of methylene chloride, the solution is cooled to -50° C. and 5.11 ml (63.2 mmol) of pyridine and 5.26 g (25.28 mmol) of phosphorus pentachloride are added in succession. The temperature is then allowed to rise to -10° C. in the course of 25 minutes. After a further 20 minutes, the temperature of the solution is 0° C.; thereafter, the solution is stirred to +15°... Starting materials: CCOCC (ether), C(C)(C)(C)OC(=O)N[C@@H]1C(N2[C@H](C(N[C@]3([C@H](\C=C/COCCC1)C3)C(=O)OCC)=O)C[C@H](C2)OC(=O)N2CC3=CC=CC(=C3C2)F)=O ((2R,6S,13aS,14aR,16aS,Z)-ethyl 6-(tert-butoxycarbonylamino)-2-(4-fluoroisoindoline-2-carbonyloxy)-5,16-dioxo-2,3,5,6,7,8,9,11,13a,14,14a,15,16,16a-tetradecahydro-1H-cyclopropa(e)pyrrolo[2,1-i][1,7,10]oxadiazacyclopentadecine-14a-carboxylate), [OH-].[Na+] (NaOH). Run in O (Water), C1CCOC1 (THF), O (H2O). Reaction conditions: time 26 hour. Product: C(C)(C)(C)OC(=O)N[C@@H]1C(N2[C@H](C(N[C@]3([C@H](\C=C/COCCC1)C3)C(=O)O)=O)C[C@H](C2)OC(=O)N2CC3=CC=CC(=C3C2)F)=O ((2R,6S,13aS,14aR,16aS,Z)-6-(tert-butoxycarbonylamino)-2-(4-fluoroisoindoline-2-carbonyloxy)-5,16-dioxo-2,3,5,6,7,8,9,11,13a,14,14a,15,16,16a-tetradecahydro-1H-cyclopropa(e)pyrrolo[2,1-i][1,7,10]oxadiazacyclopentadecine-14a-carboxylic acid). Isolated yield 88.1%. Reaction SMILES: [C:1]([O:5][C:6]([NH:8][C@H:9]1[CH2:23][CH2:22][CH2:21][O:20][CH2:19][CH:18]=[CH:17][C@@H:16]2[CH2:24][C@@:15]2([C:25]([O:27]CC)=[O:26])[NH:14][C:13](=[O:30])[C@@H:12]2[CH2:31][C@@H:32]([O:34][C:35]([N:37]3[CH2:45][C:44]4[C:39](=[CH:40][CH:41]=[CH:42][C:43]=4[F:46])[CH2:38]3)=[O:36])[CH2:33][N:11]2[C:10]1=[O:47])=[O:7])([CH3:4])([CH3:3])[CH3:2].[OH-].[Na+].CCOCC>C1COCC1.O>[C:1]([O:5][C:6]([NH:8][C@H:9]1[CH2:23][CH2:22][CH2:21][O:20][CH2:19][CH:18]=[CH:17][C@@H:16]2[CH2:24][C@@:15]2([C:25]([OH:27])=[O:26])[NH:14][C:13](=[O:30])[C@@H:12]2[CH2:31][C@@H:32]([O:34][C:35]([N:37]3[CH2:45][C:44]4[C:39](=[CH:40][CH:41]=[CH:42][C:43]=4[F:46])[CH2:38]3)=[O:36])[CH2:33][N:11]2[C:10]1=[O:47])=[O:7])([CH3:4])([CH3:2])[CH3:3] |f:1.2|. Reported procedure: (2R,6S,13aS,14aR,16aS,Z)-ethyl 6-(tert-butoxycarbonylamino)-2-(4-fluoroisoindoline-2-carbonyloxy)-5,16-dioxo-2,3,5,6,7,8,9,11,13a,14,14a,15,16,16a-tetradecahydro-1H-cyclopropa(e)pyrrolo[2,1-i][1,7,10]oxadiazacyclopentadecine-14a-carboxylate (0.18 g, 0.27 mmol) in THF (2 mL) was added 0.1 N NaOH solution (6.64 ml, 0.62 mmol) in H2O. The reaction was stirred at rt for 26 hr. Water (5 mL) and ether (15 mL) was added. The aqueous layer was separated and acidified by saturated potassium hydrogen sulf... Reaction SMILES: ClC1[CH:3]=[C:4]([C:8]2[C:13]3[N:14]([CH2:27][C@H:28]4[CH2:33][CH2:32][C@H:31]([CH3:34])[CH2:30][CH2:29]4)[C:15]([C:17]([C:20]4[CH:25]=[CH:24][CH:23]=[CH:22][C:21]=4[F:26])(O)[CH3:18])=[N:16][C:12]=3[CH:11]=[C:10]([C:35]3[NH:39][C:38](=[O:40])[O:37][N:36]=3)[N:9]=2)[CH:5]=[N:6][CH:7]=1.C(N(S(F)(F)[F:47])CC)C.Cl[CH2:51][Cl:52]>>[Cl:52][C:51]1[CH:3]=[C:4]([C:8]2[C:13]3[N:14]([CH2:27][C@H:28]4[CH2:33][CH2:32][C@H:31]([CH3:34])[CH2:30][CH2:29]4)[C:15]([C:17]([F:47])([C:20]4[CH:25]=[CH:24][CH:23]=[CH:22][C:21]=4[F:26])[CH3:18])=[N:16][C:12]=3[CH:11]=[C:10]([C:35]3[NH:39][C:38](=[O:40])[O:37][N:36]=3)[N:9]=2)[CH:5]=[N:6][CH:7]=1. Product: ClC=1C=C(C=NC1)C1=NC(=CC2=C1N(C(=N2)C(C)(C2=C(C=CC=C2)F)F)C[C@@H]2CC[C@H](CC2)C)C2=NOC(N2)=O (3-{4-(5-chloropyridin-3-yl)-2-[1-fluoro-1-(2-fluorophenyl)ethyl]-3-[(trans-4-methylcyclohexyl)methyl]-3H-imidazo[4,5-c]pyridin-6-yl}-1,2,4-oxadiazol-5(4H)-one). Procedure details: To a room temperature slurry of 3-{4-(5-chloropyridin-3-yl)-2-[1-(2-fluorophenyl)-1-hydroxyethyl]-3-[(trans-4-methylcyclohexyl)methyl]-3H-imidazo[4,5-c]pyridin-6-yl}-1,2,4-oxadiazol-5(4H)-one (38 mg, 0.067 mmol) in dichloromethane (1.35 mL) was added N,N-diethylaminosulfur trifluoride (0.045 mL, 0.337 mmol). The mixture was stirred for one hour, then quenched with saturated aqueous sodium bicarbonate and extracted with dichloromethane (2×). The combined organic layers were washed with brine (1×)... Reaction conditions: time 1 hour. Reactants: ClC=1C=C(C=NC1)C1=NC(=CC2=C1N(C(=N2)C(C)(O)C2=C(C=CC=C2)F)C[C@@H]2CC[C@H](CC2)C)C2=NOC(N2)=O (3-{4-(5-chloropyridin-3-yl)-2-[1-(2-fluorophenyl)-1-hydroxyethyl]-3-[(trans-4-methylcyclohexyl)methyl]-3H-imidazo[4,5-c]pyridin-6-yl}-1,2,4-oxadiazol-5(4H)-one), C(C)N(CC)S(F)(F)F (N,N-diethylaminosulfur trifluoride), ClCCl (dichloromethane).